From a dataset of the Open Reaction Database (ORD), a public repository of structured organic reaction records. describe an organic reaction: reactants, conditions, products, and yield Starting materials: FC=1C=C(C=C(C1)F)[C@H]1N(C(CS(C1)(=O)=O)=O)CC(=O)OCC1=CC=CC=C1 (benzyl [(3R)-3-(3,5-difluorophenyl)-1,1-dioxido-5-oxothiomorpholin-4-yl]acetate). The solvent is CO (MeOH). Run at time 30 minute. The product is FC=1C=C(C=C(C1)F)[C@H]1N(C(CS(C1)(=O)=O)=O)CC(=O)O ([(3R)-3-(3,5-Difluorophenyl)-1,1-dioxido-5-oxothiomorpholin-4-yl]acetic acid). As a reaction SMILES: [F:1][C:2]1[CH:3]=[C:4]([C@@H:9]2[CH2:14][S:13](=[O:16])(=[O:15])[CH2:12][C:11](=[O:17])[N:10]2[CH2:18][C:19]([O:21]CC2C=CC=CC=2)=[O:20])[CH:5]=[C:6]([F:8])[CH:7]=1>CO>[F:1][C:2]1[CH:3]=[C:4]([C@@H:9]2[CH2:14][S:13](=[O:15])(=[O:16])[CH2:12][C:11](=[O:17])[N:10]2[CH2:18][C:19]([OH:21])=[O:20])[CH:5]=[C:6]([F:8])[CH:7]=1. Procedure details: A solution of benzyl [(3R)-3-(3,5-difluorophenyl)-1,1-dioxido-5-oxothiomorpholin-4-yl]acetate (71.7 mg, 0.145 mmol, 83%, from Step A) in MeOH (3 mL) was purged with nitrogen. The septum sealing the reaction vessel was briefly removed to allow introduction of Pd/C (˜14 mg, 10% Pd/C). The vessel was then purged with hydrogen from a balloon, before a fresh balloon of hydrogen was attached. After 30 minutes the hydrogen atmosphere was replaced with nitrogen. The mixture was then filtered through a p... Reactants: BrCC1(CBr)CC1, [Cl-], CCOC(=O)Cc1cc(Cl)c(OCC(F)(F)F)c(-c2ccc(C(F)(F)F)cc2)c1, [H-], [NH4+], [Na+], CN(C)C=O. Yields the product CCOC(=O)C1(c2cc(Cl)c(OCC(F)(F)F)c(-c3ccc(C(F)(F)F)cc3)c2)CC2(CC2)C1. As a reaction SMILES: [Br:32][CH2:33][C:34]1([CH2:37][Br:38])[CH2:35][CH2:36]1.[Cl-:39].[Cl:1][c:2]1[cH:3][c:4]([CH2:24][C:25](=[O:26])[O:27][CH2:28][CH3:29])[cH:5][c:6](-[c:14]2[cH:15][cH:16][c:17]([C:20]([F:21])([F:22])[F:23])[cH:18][cH:19]2)[c:7]1[O:8][CH2:9][C:10]([F:11])([F:12])[F:13].[H-:31].[NH4+:40].[Na+:30].[O:41]=[CH:42][N:43]([CH3:44])[CH3:45]>>[Cl:1][c:2]1[cH:3][c:4]([C:24]2([C:25](=[O:26])[O:27][CH2:28][CH3:29])[CH2:33][C:34]3([CH2:35][CH2:36]3)[CH2:37]2)[cH:5][c:6](-[c:14]2[cH:15][cH:16][c:17]([C:20]([F:21])([F:22])[F:23])[cH:18][cH:19]2)[c:7]1[O:8][CH2:9][C:10]([F:11])([F:12])[F:13]. The reactants are ClC1=C(C=C(C=C1)S(=O)(=O)N(COC)C=1C(=NC=C(C1)Cl)C(O)C1=C(C=CC(=C1)N1N=CC=C1)Cl)C(F)(F)F (4-chloro-N-{5-chloro-2-[(2-chloro-5-pyrazol-1-yl-phenyl)-hydroxy-methyl]-pyridin-3-yl}-N-methoxymethyl-3-trifluoromethyl-benzenesulfonamide), CC(=O)OI1(C=2C=CC=CC2C(=O)O1)(OC(=O)C)OC(=O)C (Dess-Martin periodinane). Solvent: C(Cl)Cl (DCM). The product is ClC1=C(C=C(C=C1)S(=O)(=O)N(COC)C=1C(=NC=C(C1)Cl)C(C1=C(C=CC(=C1)N1N=CC=C1)Cl)=O)C(F)(F)F (4-chloro-N-[5-chloro-2-(2-chloro-5-pyrazol-1-yl-benzoyl)-pyridin-3-yl]-N-methoxymethyl-3-trifluoromethyl-benzenesulfonamide). As a reaction SMILES: [Cl:1][C:2]1[CH:7]=[CH:6][C:5]([S:8]([N:11]([C:15]2[C:16]([CH:22]([C:24]3[CH:29]=[C:28]([N:30]4[CH:34]=[CH:33][CH:32]=[N:31]4)[CH:27]=[CH:26][C:25]=3[Cl:35])[OH:23])=[N:17][CH:18]=[C:19]([Cl:21])[CH:20]=2)[CH2:12][O:13][CH3:14])(=[O:10])=[O:9])=[CH:4][C:3]=1[C:36]([F:39])([F:38])[F:37].CC(OI1(OC(C)=O)(OC(C)=O)OC(=O)C2C=CC=CC1=2)=O>C(Cl)Cl>[Cl:1][C:2]1[CH:7]=[CH:6][C:5]([S:8]([N:11]([C:15]2[C:16]([C:22](=[O:23])[C:24]3[CH:29]=[C:28]([N:30]4[CH:34]=[CH:33][CH:32]=[N:31]4)[CH:27]=[CH:26][C:25]=3[Cl:35])=[N:17][CH:18]=[C:19]([Cl:21])[CH:20]=2)[CH2:12][O:13][CH3:14])(=[O:9])=[O:10])=[CH:4][C:3]=1[C:36]([F:37])([F:38])[F:39]. Procedure: A mixture of 4-chloro-N-{5-chloro-2-[(2-chloro-5-pyrazol-1-yl-phenyl)-hydroxy-methyl]-pyridin-3-yl}-N-methoxymethyl-3-trifluoromethyl-benzenesulfonamide (400 mg, 0.64 mol), Dess-Martin periodinane (409 mg, 0.96 mmol), in DCM was stirred at RT for 2 hours and then purified by flash column to give 4-chloro-N-[5-chloro-2-(2-chloro-5-pyrazol-1-yl-benzoyl)-pyridin-3-yl]-N-methoxymethyl-3-trifluoromethyl-benzenesulfonamide. Starting materials: CCCCCCBr, CCO, NC(N)=S. The product is Br, CCCCCCSC(=N)N. RXN SMILES: [Br:5][CH2:6][CH2:7][CH2:8][CH2:9][CH2:10][CH3:11].[CH3:12][CH2:13][OH:14].[NH2:1][C:2]([NH2:3])=[S:4]>>[BrH:5].[NH2:1][C:2](=[NH:3])[S:4][CH2:6][CH2:7][CH2:8][CH2:9][CH2:10][CH3:11]. Reactants: CS(=O)(=O)Cl (methane sulfonyl chloride), C(C1=CN=CC=C1)(=O)O (Nicotinic acid), NC1=NC(=NC(=N1)N)C1=CC=C(C2=CC=CC=C12)OC (2,4-diamino-6-(1-methoxy-4-naphthyl)-s-triazine), CS(=O)(=O)Cl (methanesulfonyl chloride). Run in N1=CC=CC=C1 (pyridine). Conditions: time 3 hour. Product: NC1=NC(=NC(=N1)NC(C1=CN=CC=C1)=O)C1=CC=C(C2=CC=CC=C12)OC (2-amino-4-nicotinoylamino-6-(1-methoxy-4-naphthyl)-s-triazine). RXN SMILES: [C:1]([OH:9])(=O)[C:2]1[CH:7]=[CH:6][CH:5]=[N:4][CH:3]=1.CS(Cl)(=O)=O.[NH2:15][C:16]1[N:21]=[C:20]([NH2:22])[N:19]=[C:18]([C:23]2[C:32]3[C:27](=[CH:28][CH:29]=[CH:30][CH:31]=3)[C:26]([O:33][CH3:34])=[CH:25][CH:24]=2)[N:17]=1>N1C=CC=CC=1>[NH2:22][C:20]1[N:21]=[C:16]([NH:15][C:1](=[O:9])[C:2]2[CH:7]=[CH:6][CH:5]=[N:4][CH:3]=2)[N:17]=[C:18]([C:23]2[C:32]3[C:27](=[CH:28][CH:29]=[CH:30][CH:31]=3)[C:26]([O:33][CH3:34])=[CH:25][CH:24]=2)[N:19]=1. Procedure: Nicotinic acid (2.98 grams) was dissolved in 40 ml of pyridine, 1.39 grams of methanesulfonyl chloride was added thereto, and the mixture was heated to reflux for thirty minutes. Then 2.7 grams of 2,4-diamino-6-(1-methoxy-4-naphthyl)-s-triazine was added thereto, the mixture was heated to reflux for four hours, and the refluxing was continued for three hours more after addition of 0.35 gram of methane sulfonyl chloride. After the reaction was completed, pyridine was evaporated therefrom, water w... The reactants are CC1=C(C=C(C(=C1)C(C)(C)C)C)O (2,5-dimethyl-4-(1,1-dimethylethyl)-phenol), C=O (formaldehyde), S(O)(O)(=O)=O (sulfuric acid), O1CCOCC1 (p-dioxane). Yields the product CC1=C(C=C(C=2OCOCC21)C)C(C)(C)C (5,8-dimethyl-6-(1,1-dimethylethyl)-4H-1,3-benzodioxin). Isolated yield 59.0%. Reaction SMILES: [CH3:1][C:2]1[CH:7]=[C:6]([C:8]([CH3:11])([CH3:10])[CH3:9])[C:5]([CH3:12])=[CH:4][C:3]=1[OH:13].C=O.S(=O)(=O)(O)O.[O:21]1[CH2:26]COC[CH2:22]1>>[CH3:12][C:5]1[C:4]2[CH2:26][O:21][CH2:22][O:13][C:3]=2[C:2]([CH3:1])=[CH:7][C:6]=1[C:8]([CH3:9])([CH3:10])[CH3:11]. Reported procedure: Reaction of 2,5-dimethyl-4-(1,1-dimethylethyl)-phenol (20.2 g, GLC purity 88%, 0.1 mol, which may be prepared as described by W. Weinrich, Ind. Eng. Chem. (1943) 35, 264-272), 40% formaldehyde solution (80 mL, 1.07 mol), p-dioxane (170 mL) and sulfuric acid (10 mL) according to the procedure described in Example 2, provided after distillation 13.05 g (59% yield, GLC purity 97%) of 5,8-dimethyl-6-(1,1-dimethylethyl)-4H-1,3-benzodioxin, bp 139° C., 3 mm; 1H-NMR (CDCl3)δ 1.40 (9H, s), 2.21 (6H, s),... The reactants are [Cl-].[NH4+] (ammonium chloride), C(C)(C)(C)OC(NC(C)(C)C1=CC(=CC=C1)Br)=O (tert-butyl[2-(3-bromophenyl)propan-2-yl]carbamate), C(CCC)[Li].CCCCCC (n-butyllithium hexane), ClC(=O)OC (methyl chloroformate). Solvent: C(C)(=O)OCC (ethyl acetate), C1CCOC1 (THF). Conditions: time 30 minute. Product: C(C)(C)(C)OC(=O)NC(C)(C)C=1C=C(C(=O)OC)C=CC1 (methyl 3-{2-[(tert-butoxycarbonyl)amino]propan-2-yl}benzoate). RXN SMILES: [C:1]([O:5][C:6](=[O:18])[NH:7][C:8]([C:11]1[CH:16]=[CH:15][CH:14]=[C:13](Br)[CH:12]=1)([CH3:10])[CH3:9])([CH3:4])([CH3:3])[CH3:2].C([Li])CCC.CCCCCC.Cl[C:31]([O:33][CH3:34])=[O:32].[Cl-].[NH4+]>C1COCC1.C(OCC)(=O)C>[C:1]([O:5][C:6]([NH:7][C:8]([C:11]1[CH:12]=[C:13]([CH:14]=[CH:15][CH:16]=1)[C:31]([O:33][CH3:34])=[O:32])([CH3:10])[CH3:9])=[O:18])([CH3:4])([CH3:3])[CH3:2] |f:1.2,4.5|. Reported procedure: To a solution of 850 mg of tert-butyl[2-(3-bromophenyl)propan-2-yl]carbamate in 8.5 ml of THF was added 4.1 ml of a 1.65 M n-butyllithium/hexane solution at −78° C., followed by stirring at the same temperature for 30 minutes. Then, 0.85 ml of methyl chloroformate was added dropwise thereto at −78° C., followed by stirring at the same temperature for 1 hour. To the reaction mixture were added a saturated aqueous ammonium chloride solution and ethyl acetate to carry out a layer separation operati...